Dataset: the Open Reaction Database (ORD), a public repository of structured organic reaction records. Task: describe an organic reaction: reactants, conditions, products, and yield As a reaction SMILES: C(O[C:6]([NH:8][C:9]1[CH:17]=[CH:16][C:15]([C:18]([F:21])([F:20])[F:19])=[CH:14][C:10]=1[C:11]([OH:13])=[O:12])=[O:7])(C)(C)C.C([O-])([O-])=O.[K+].[K+].[CH2:28](Br)[CH:29]=[CH2:30].CCOC(C)=O.C[N:39](C=O)C>O>[CH:29]([NH:39][C:6](=[O:7])[NH:8][C:9]1[CH:17]=[CH:16][C:15]([C:18]([F:19])([F:20])[F:21])=[CH:14][C:10]=1[C:11]([OH:13])=[O:12])([CH3:30])[CH3:28] |f:1.2.3|. Starting materials: CCOC(=O)C (EtOAc), C(=O)([O-])[O-].[K+].[K+] (K2CO3), C(C=C)Br (allyl bromide), C(C)(C)(C)OC(=O)NC1=C(C(=O)O)C=C(C=C1)C(F)(F)F (2-(tert-Butoxycarbonyl)amino-5-trifluoromethylbenzoic acid), CN(C)C=O (DMF). Reported procedure: 2-(tert-Butoxycarbonyl)amino-5-trifluoromethylbenzoic acid (2 g) was dissolved in DMF prior to the addition of K2CO3 (1.08 g) and allyl bromide (0.68 mL). The mixture was stirred for 18 h before EtOAc and water were added. The organic layer was washed with brine, dried, filtered, and concentrated (2.05 g). The resulting material was dissolved in CH2Cl2 (4 mL) and TFA (4 mL). After 1 h, the solution was concentrated. This material was dissolved in THF and added dropwise to a THF (50 mL) solution ... The solvent is O (water). The product is C(C)(C)NC(NC1=C(C(=O)O)C=C(C=C1)C(F)(F)F)=O (2-(3-Isopropyl-ureido)-5-trifluoromethyl-benzoic acid). Run at time 1 hour.